Task: describe an organic reaction: reactants, conditions, products, and yield. Dataset: the Open Reaction Database (ORD), a public repository of structured organic reaction records Starting materials: C#CC(=O)O, CCN=C=NCCCN(C)C, CCOC(C)=O, Cl, Nc1cc2c(Nc3cccc(Br)c3)ncnc2cn1, CN(C)C=O, O, c1ccncc1. The product is C#CC(=O)Nc1cc2c(Nc3cccc(Br)c3)ncnc2cn1. Reaction SMILES: [C:20]([C:21]#[CH:22])(=[O:23])[OH:24].[CH3:26][N:27]([CH3:28])[CH2:29][CH2:30][CH2:31][N:32]=[C:33]=[N:34][CH2:35][CH3:36].[CH3:37][CH2:38][O:39][C:40](=[O:41])[CH3:42].[ClH:25].[NH2:1][c:2]1[cH:3][c:4]2[c:5]([n:6][cH:7][n:8][c:9]2[NH:10][c:11]2[cH:12][c:13]([Br:17])[cH:14][cH:15][cH:16]2)[cH:18][n:19]1.[O:49]=[CH:50][N:51]([CH3:52])[CH3:53].[OH2:54].[cH:43]1[cH:44][cH:45][n:46][cH:47][cH:48]1>>[NH:1]([c:2]1[cH:3][c:4]2[c:5]([n:6][cH:7][n:8][c:9]2[NH:10][c:11]2[cH:12][c:13]([Br:17])[cH:14][cH:15][cH:16]2)[cH:18][n:19]1)[C:20]([C:21]#[CH:22])=[O:23]. Reactants: [N+](=O)([O-])C1=NC2=CC=CC=C2C=C1 (Nitroquinoline), C(#N)CC(=O)OCC (ethyl cyanoacetate), [OH-].[K+] (potassium hydroxide), CN(C=O)C (N,N-dimethylformamide). Conditions: time 22 hour. Yields the product NC1=C(C=2C=CC=NC2C=C1)C#N (6-aminoquinoline-5-carbonitrile). Yield: 70.0%. As a reaction SMILES: [N+]([C:4]1[CH:13]=[CH:12][C:11]2[C:6](=[CH:7][CH:8]=[CH:9][CH:10]=2)[N:5]=1)([O-])=O.[C:14](CC(OCC)=O)#[N:15].[OH-].[K+].C[N:25](C)C=O>>[NH2:25][C:9]1[CH:8]=[CH:7][C:6]2[N:5]=[CH:4][CH:13]=[CH:12][C:11]=2[C:10]=1[C:14]#[N:15] |f:2.3|. Procedure: Nitroquinoline (5 g, 28.71 mmol) was added to a stirred solution of ethyl cyanoacetate (9.74 g, 86.13 mmol) and potassium hydroxide (4.83 g, 86.13 mmol) in N,N-dimethylformamide (87 mL). The mixture was stirred at room temperature for 22 hours. Then the solvent was removed in vacuo and the residue was hydrolyzed with chlorohydric acid (10%) at reflux for 3 hours. The mixture was basified with sodium hydroxide (10%) and extracted three times with chloroform. The organic layer was washed with brin...